From a dataset of the Open Reaction Database (ORD), a public repository of structured organic reaction records. describe an organic reaction: reactants, conditions, products, and yield The product is Cl.COC1=C(C=C(C=C1)C1=NC2=CC=CC=C2C(=C1)NCC(CO)O)C ((RS)-3-[2-(4-Methoxy-3-methyl-phenyl)-quinolin-4-ylamino]-propane-1,2-diol hydrochloride). The reactants are ClC1=CC(=NC2=CC=CC=C12)C1=CC(=C(C=C1)OC)C (4-chloro-2-(4-methoxy-3-methyl-phenyl)-quinoline), NCC(CO)O ((RS)-3-amino-1,2-propandiol). Reaction SMILES: [Cl:1][C:2]1[C:11]2[C:6](=[CH:7][CH:8]=[CH:9][CH:10]=2)[N:5]=[C:4]([C:12]2[CH:17]=[CH:16][C:15]([O:18][CH3:19])=[C:14]([CH3:20])[CH:13]=2)[CH:3]=1.[NH2:21][CH2:22][CH:23]([OH:26])[CH2:24][OH:25]>>[ClH:1].[CH3:19][O:18][C:15]1[CH:16]=[CH:17][C:12]([C:4]2[CH:3]=[C:2]([NH:21][CH2:22][CH:23]([OH:26])[CH2:24][OH:25])[C:11]3[C:6](=[CH:7][CH:8]=[CH:9][CH:10]=3)[N:5]=2)=[CH:13][C:14]=1[CH3:20] |f:2.3|. Procedure: The title compound, m.p. 166-171° C., and MS: m/e=338 (M+), was prepared from 4-chloro-2-(4-methoxy-3-methyl-phenyl)-quinoline and (RS)-3-amino-1,2-propandiol. The reactants are CCOCC (ether), ClCCC\C=C(\C=O)/F ((Z)-6-chloro-2-fluoro-2-hexenal), Cl (hydrochloric acid), aldehyde, C(#C)[Mg]Br (ethynylmagnesium bromide). Solvent: C(C)(=O)OCC.CCCCCC (ethyl acetate hexane), O1CCCC1 (tetrahydrofuran), O1CCCC1 (tetrahydrofuran). Conditions: time 10 hour. Product: ClCCCC=C(C(C#C)O)F (8-chloro-4-fluoro-3-hydroxy-4-octen-1-yne). As a reaction SMILES: [Cl:1][CH2:2][CH2:3][CH2:4]/[CH:5]=[C:6](\[F:9])/[CH:7]=[O:8].[C:10]([Mg]Br)#[CH:11].CCOCC.Cl>O1CCCC1.C(OCC)(=O)C.CCCCCC>[Cl:1][CH2:2][CH2:3][CH2:4][CH:5]=[C:6]([F:9])[CH:7]([OH:8])[C:10]#[CH:11] |f:5.6|. Procedure: 2.35 Grams of (Z)-6-chloro-2-fluoro-2-hexenal was dissolved in 20 ml of dry tetrahydrofuran, and to the resulting solution was added dropwise a tetrahydrofuran solution of ethynylmagnesium bromide (1.5 equivalents vs. the aldehyde) with ice-cooling. After addition, the solution was stirred at room temperature for 10 hours. The reaction solution was cooled with ice, and after adding 50 ml of ether, poured into 10% hydrochloric acid. The ether layer was separated, and the aqueous layer was extract... The yield is 8.8%. The reactants are C[O-].[Na+] (NaOMe), C(=N)(N)NO (hydroxyguanidine), N1C=CC2=CC(=CC=C12)C(=O)OC (methyl 1H-indole-5-carboxylate). Yields the product N1C=CC2=CC(=CC=C12)C1=NC(=NO1)N (5-(1H-indol-5-yl)-[1,2,4]oxadiazol-3-ylamine). RXN SMILES: C[O-].[Na+].[C:4]([NH:7][OH:8])([NH2:6])=[NH:5].[NH:9]1[C:17]2[C:12](=[CH:13][C:14]([C:18](OC)=O)=[CH:15][CH:16]=2)[CH:11]=[CH:10]1>>[NH:9]1[C:17]2[C:12](=[CH:13][C:14]([C:18]3[O:8][N:7]=[C:4]([NH2:6])[N:5]=3)=[CH:15][CH:16]=2)[CH:11]=[CH:10]1 |f:0.1|. Reaction conditions: temperature 60 celsius, time 30 minute. Reported procedure: To a stirred solution of NaOMe [prepared in-situ from sodium metal (0.261 g, 11.36 mmol) in MeOH (10 mL) at 60° C.] was added hydroxyguanidine (0.863 g, 11.36 mmol) and the resulting mixture was stirred at 60° C. for 30 min. To the above mixture, methyl 1H-indole-5-carboxylate (1 g, 5.68 mmol) was added and the reaction was stirred at 60° C. for 12 h. The reaction was cooled to RT and quenched with H2O (100 mL). The aqueous layer was extracted in EtOAc (2×100 mL). The combined organic layers wer... The reactants are resultant mixture, NC1C(N(C2=C(N(C1=O)CC(=O)N(C1=CC=C(C=C1)OC)C(C)C)C=CC=C2)C2=NC=CC=N2)=O (2-(3-Amino-2,4-dioxo-5-pyrimidin-2-yl-2,3,4,5-tetrahydro-benzo [b] [1,4]diazepine-1-yl)-N-isopropyl-N-(4-methoxy-phenyl)-acetamide), N1C(=CC2=CC=CC=C12)C(=O)O (indole-2-carboxylic acid), ON1N=NC2=C1C=CC=C2 (N-hydroxybenzotriazole), Cl.CN(CCCN=C=NCC)C (1-(3-dimethylaminopropyl)-3-ethylcarbodiimide hydrochloride), CN(C)C=O (DMF). Solvent: C(C)(=O)OCC (ethyl acetate). Product: C(C)(C)C(N1C2=C(N(C(C(C1=O)NC(=O)C=1NC3=CC=CC=C3C1)=O)C1=NC=CC=N1)C=CC=C2)(C(N)=O)C2=CC=C(C=C2)OC (1H-Indole-2-carboxylic acid {1-[Isopropyl-(4-methoxy-phenyl)-carbamoylmethyl]-2,4-dioxo-5-pyrimidin-2-yl-2,3,4,5-tetrahydro-1H-benzo[b][1,4]diazepin-3-yl}-amide). As a reaction SMILES: [NH2:1][CH:2]1[C:8](=[O:9])[N:7]([CH2:10][C:11]([N:13](C(C)C)C2C=CC(OC)=CC=2)=[O:12])[C:6]2[CH:25]=[CH:26][CH:27]=[CH:28][C:5]=2[N:4]([C:29]2[N:34]=[CH:33][CH:32]=[CH:31][N:30]=2)[C:3]1=[O:35].[NH:36]1[C:44]2[C:39](=[CH:40][CH:41]=[CH:42][CH:43]=2)[CH:38]=[C:37]1[C:45]([OH:47])=O.ON1[C:53]2[CH:54]=[CH:55][CH:56]=[CH:57][C:52]=2N=N1.Cl.CN(C)[CH2:61][CH2:62][CH2:63]N=C=NCC.CN([CH:73]=[O:74])C>C(OCC)(=O)C>[CH:62]([C:10]([C:56]1[CH:55]=[CH:54][C:53]([O:74][CH3:73])=[CH:52][CH:57]=1)([C:11](=[O:12])[NH2:13])[N:7]1[C:8](=[O:9])[CH:2]([NH:1][C:45]([C:37]2[NH:36][C:44]3[C:39]([CH:38]=2)=[CH:40][CH:41]=[CH:42][CH:43]=3)=[O:47])[C:3](=[O:35])[N:4]([C:29]2[N:30]=[CH:31][CH:32]=[CH:33][N:34]=2)[C:5]2[CH:28]=[CH:27][CH:26]=[CH:25][C:6]1=2)([CH3:63])[CH3:61] |f:3.4|. Procedure: To a solution of 2-(3-Amino-2,4-dioxo-5-pyrimidin-2-yl-2,3,4,5-tetrahydro-benzo [b] [1,4]diazepine-1-yl)-N-isopropyl-N-(4-methoxy-phenyl)-acetamide (933 mg, 1.97 mmol) in DMF (20 mL) were added indole-2-carboxylic acid (333 mg, 2.07 mmol), N-hydroxybenzotriazole (266 mg, 1.97 mmol), and 1-(3-dimethylaminopropyl)-3-ethylcarbodiimide hydrochloride (415 mg, 2.16 mmol) successively with stirring at ambient temperature. The resultant mixture was stirred at ambient temperature for 18 hours. The solven...